This data is from the Open Reaction Database (ORD), a public repository of structured organic reaction records. The task is: describe an organic reaction: reactants, conditions, products, and yield The reactants are NC1=CC=C(C(=O)NC2=C(C=C(C=C2)N)OC)C=C1 (4,4'-diamino-2'-methoxy-benzanilide), ClC1=C(N)C(=CC(=C1)[N+](=O)[O-])Cl (2,6-dichloro-4-nitro-aniline), 202, COC1=C(N)C=CC(=C1)[N+](=O)[O-] (2-methoxy-4-nitro-aniline). The product is NC1=CC=C(C(=O)NC2=C(C=C(C=C2Cl)N)Cl)C=C1 (4,4'-diamino-2'6'-dichloro-benzanilide). As a reaction SMILES: [NH2:1][C:2]1[CH:19]=[CH:18][C:5]([C:6](NC2C=CC(N)=CC=2OC)=[O:7])=[CH:4][CH:3]=1.COC1C=C([N+]([O-])=O)C=CC=1N.[Cl:32][C:33]1[CH:39]=[C:38]([N+:40]([O-])=O)[CH:37]=[C:36]([Cl:43])[C:34]=1[NH2:35]>>[NH2:1][C:2]1[CH:19]=[CH:18][C:5]([C:6]([NH:35][C:34]2[C:33]([Cl:32])=[CH:39][C:38]([NH2:40])=[CH:37][C:36]=2[Cl:43])=[O:7])=[CH:4][CH:3]=1. Procedure details: By operating as described under (a) above, but using instead of 202 parts of 2-methoxy-4-nitro-aniline, 248 parts of 2,6-dichloro-4-nitro-aniline, high yields of 4,4'-diamino-2'6'-dichloro-benzanilide were obtained. The product is OCCCC#Cc1cc2cc[nH]c2cc1F. As a reaction SMILES: [C:1]([O:2][C:3](=[O:4])[n:8]1[cH:9][cH:10][c:11]2[cH:12][c:13]([C:18]#[C:19][CH2:20][CH2:21][CH2:22][OH:23])[c:14]([F:17])[cH:15][c:16]12)([CH3:5])([CH3:6])[CH3:7].[CH3:26][CH2:27][OH:28].[Na+:25].[OH-:24]>>[nH:8]1[cH:9][cH:10][c:11]2[cH:12][c:13]([C:18]#[C:19][CH2:20][CH2:21][CH2:22][OH:23])[c:14]([F:17])[cH:15][c:16]12. The reactants are CC(C)(C)OC(=O)n1ccc2cc(C#CCCCO)c(F)cc21, CCO, [Na+], [OH-].